From a dataset of the Open Reaction Database (ORD), a public repository of structured organic reaction records. describe an organic reaction: reactants, conditions, products, and yield The reactants are CCO, CC(C)N1CCC(=O)N(C)c2cnc(Cl)nc21, Cl, COc1cc(C(=O)O)ccc1N, O. Yields the product Cl, COc1cc(C(=O)O)ccc1Nc1ncc2c(n1)N(C(C)C)CCC(=O)N2C. As a reaction SMILES: [CH2:31]([OH:32])[CH3:33].[Cl:1][c:2]1[n:3][cH:4][c:5]2[c:11]([n:12]1)[N:10]([CH:13]([CH3:14])[CH3:15])[CH2:9][CH2:8][C:7](=[O:16])[N:6]2[CH3:17].[ClH:30].[NH2:18][c:19]1[c:20]([O:28][CH3:29])[cH:21][c:22]([C:23](=[O:24])[OH:25])[cH:26][cH:27]1.[OH2:34]>>[ClH:1].[c:2]1([NH:18][c:19]2[c:20]([O:28][CH3:29])[cH:21][c:22]([C:23](=[O:24])[OH:25])[cH:26][cH:27]2)[n:3][cH:4][c:5]2[c:11]([n:12]1)[N:10]([CH:13]([CH3:14])[CH3:15])[CH2:9][CH2:8][C:7](=[O:16])[N:6]2[CH3:17]. Reactants: FC1=CC=C(CN(C2=NC=CC=C2)CCN(CCCCN)C)C=C1 (N-[2-[N-(4-fluorobenzyl)-N-(2-pyridyl)amino]ethyl]-N-methyl-1,4-butanediamine), C(#N)NC(OC1=CC=CC=C1)=NCCCOC1=CC(=CC=C1)CN1CCCCC1 (N-cyano-O-phenyl-N'-[3-[3-(piperidinomethyl)phenoxy]propyl]isourea). Yields the product C(#N)NC(=NCCCOC1=CC(=CC=C1)CN1CCCCC1)NCCCCN(C)CCN(C1=NC=CC=C1)CC1=CC=C(C=C1)F (N-cyano-N'-[4-[N-[2-[N-(4-fluorobenzyl)-N-(2-pyridyl)amino]ethyl]-N-methylamino]butyl]-N"-[3-[3-(piperidinomethyl)phenoxy]propyl]guanidine). As a reaction SMILES: [F:1][C:2]1[CH:24]=[CH:23][C:5]([CH2:6][N:7]([CH2:14][CH2:15][N:16]([CH3:22])[CH2:17][CH2:18][CH2:19][CH2:20][NH2:21])[C:8]2[CH:13]=[CH:12][CH:11]=[CH:10][N:9]=2)=[CH:4][CH:3]=1.[C:25]([NH:27][C:28](=[N:36][CH2:37][CH2:38][CH2:39][O:40][C:41]1[CH:46]=[CH:45][CH:44]=[C:43]([CH2:47][N:48]2[CH2:53][CH2:52][CH2:51][CH2:50][CH2:49]2)[CH:42]=1)OC1C=CC=CC=1)#[N:26]>>[C:25]([NH:27][C:28]([NH:21][CH2:20][CH2:19][CH2:18][CH2:17][N:16]([CH2:15][CH2:14][N:7]([CH2:6][C:5]1[CH:23]=[CH:24][C:2]([F:1])=[CH:3][CH:4]=1)[C:8]1[CH:13]=[CH:12][CH:11]=[CH:10][N:9]=1)[CH3:22])=[N:36][CH2:37][CH2:38][CH2:39][O:40][C:41]1[CH:46]=[CH:45][CH:44]=[C:43]([CH2:47][N:48]2[CH2:49][CH2:50][CH2:51][CH2:52][CH2:53]2)[CH:42]=1)#[N:26]. Procedure details: Preparation is effected analogously to Example 1, using 0.33 g (1.0 mmol) of N-[2-[N-(4-fluorobenzyl)-N-(2-pyridyl)amino]ethyl]-N-methyl-1,4-butanediamine and the equimolar amount of N-cyano-O-phenyl-N'-[3-[3-(piperidinomethyl)phenoxy]propyl]isourea as starting materials. Working up by chromatography analogously to Example 1 yields the purified title compound in the form of a viscous oil; MS (+FAB method): m/z (rel. int. [%])=629 ([M+H]+, 5), 229 (84), 109 (100); IR (KBr): 2166 cm-1 (C≡N). For f... Reactants: CCOC(=O)C=Cc1cc(OC)c(Cl)cc1N, CS(=O)(=O)Cl, c1ccncc1. The product is CCOC(=O)C=Cc1cc(OC)c(Cl)cc1NS(C)(=O)=O. RXN SMILES: [CH2:1]([CH3:2])[O:3][C:4]([CH:5]=[CH:6][c:7]1[c:8]([NH2:16])[cH:9][c:10]([Cl:15])[c:11]([O:13][CH3:14])[cH:12]1)=[O:17].[CH3:18][S:19]([Cl:20])(=[O:21])=[O:22].[cH:23]1[cH:24][cH:25][n:26][cH:27][cH:28]1>>[CH2:1]([CH3:2])[O:3][C:4]([CH:5]=[CH:6][c:7]1[c:8]([NH:16][S:19]([CH3:18])(=[O:21])=[O:22])[cH:9][c:10]([Cl:15])[c:11]([O:13][CH3:14])[cH:12]1)=[O:17]. Starting materials: C(CCC)C/1=CN(S\C1=N/C(=O)[C@H]1C([C@](CC1)(C(=O)O)C)(C)C)C(C)(C)C ((1S,3R)-3-({[(5Z)-4-butyl-2-tert-butylisothiazol-5(2H)-ylidene]amino}carbonyl)-1,2,2-trimethylcyclopentanecarboxylic acid), Cl.C(C)N (ethylamine hydrochloride). Product: C(CCC)C/1=CN(S\C1=N/C(=O)[C@H]1C([C@](CC1)(C(=O)NCC)C)(C)C)C(C)(C)C ((1S,3R)—N3-[(5Z)-4-butyl-2-tert-butylisothiazol-5(2H)-ylidene]-N1-ethyl-1,2,2-trimethylcyclopentane-1,3-dicarboxamide). As a reaction SMILES: [CH2:1]([C:5]1=[CH:6][N:7]([C:24]([CH3:27])([CH3:26])[CH3:25])[S:8]/[C:9]/1=[N:10]\[C:11]([C@@H:13]1[CH2:17][CH2:16][C@:15]([CH3:21])([C:18]([OH:20])=O)[C:14]1([CH3:23])[CH3:22])=[O:12])[CH2:2][CH2:3][CH3:4].Cl.[CH2:29]([NH2:31])[CH3:30]>>[CH2:1]([C:5]1=[CH:6][N:7]([C:24]([CH3:27])([CH3:26])[CH3:25])[S:8]/[C:9]/1=[N:10]\[C:11]([C@@H:13]1[CH2:17][CH2:16][C@:15]([CH3:21])([C:18]([NH:31][CH2:29][CH3:30])=[O:20])[C:14]1([CH3:22])[CH3:23])=[O:12])[CH2:2][CH2:3][CH3:4] |f:1.2|. Procedure details: The product from Example 205 and ethylamine hydrochloride (Aldrich) were processed using the method described in Example 178 to afford the title compound. 1H NMR (DMSO-d6) δ 0.49 (s, 3H), 0.90 (t, J=7.3 Hz, 3H), 0.98 (t, J=7.7 Hz, 3H), 1.13 (s, 3H), 1.23 (s, 3H), 1.26-1.40 (m, 3H), 1.57 (s, 9H), 1.57-1.66 (m, 2H), 1.71-1.82 (m, 1H), 2.24-2.47 (m, 2H), 2.61-2.67 (m, 2H), 2.96-3.11 (m, 3H), 7.28-7.31 (m, 1H), 8.50 (s, 1H). (ESI+) m/z 422 (M+H)+. RXN SMILES: [C:1](=O)([O-])[O-].[K+].[K+].CB1OB(C)OB(C)O1.Br[C:17]1[CH:33]=[CH:32][C:20]2[CH2:21][CH2:22][N:23]([C:26](=[O:31])[C:27]([F:30])([F:29])[F:28])[CH2:24][CH2:25][C:19]=2[C:18]=1[O:34][CH3:35]>CN(C)C=O.C1C=CC([P]([Pd]([P](C2C=CC=CC=2)(C2C=CC=CC=2)C2C=CC=CC=2)([P](C2C=CC=CC=2)(C2C=CC=CC=2)C2C=CC=CC=2)[P](C2C=CC=CC=2)(C2C=CC=CC=2)C2C=CC=CC=2)(C2C=CC=CC=2)C2C=CC=CC=2)=CC=1>[CH3:35][O:34][C:18]1[C:19]2[CH2:25][CH2:24][N:23]([C:26](=[O:31])[C:27]([F:30])([F:29])[F:28])[CH2:22][CH2:21][C:20]=2[CH:32]=[CH:33][C:17]=1[CH3:1] |f:0.1.2,^1:44,46,65,84|. The reactants are C([O-])([O-])=O.[K+].[K+] (potassium carbonate), CB1OB(OB(O1)C)C (trimethylboroxine), BrC1=C(C2=C(CCN(CC2)C(C(F)(F)F)=O)C=C1)OC (7-bromo-6-methoxy-3-(2,2,2-trifluoroacetyl)-2,3,4,5-tetrahydro-1H-benzo[d]azepine). The product is COC1=C(C=CC=2CCN(CCC21)C(C(F)(F)F)=O)C (6-Methoxy-7-methyl-3-(2,2,2-trifluoroacetyl)-2,3,4,5-tetrahydro-1H-benzo[d]azepine). The reagents and catalysts are C=1C=CC(=CC1)[P](C=2C=CC=CC2)(C=3C=CC=CC3)[Pd]([P](C=4C=CC=CC4)(C=5C=CC=CC5)C=6C=CC=CC6)([P](C=7C=CC=CC7)(C=8C=CC=CC8)C=9C=CC=CC9)[P](C=1C=CC=CC1)(C=1C=CC=CC1)C=1C=CC=CC1 (tetrakis(triphenylphosphine)palladium). Yield: 82.5%. Procedure details: Add potassium carbonate (5.65 g, 40.91 mmol), tetrakis(triphenylphosphine)palladium (1.576 g, 1.363 mmol) and trimethylboroxine (2.053 g, 2.3 mL, 16.35 mmol) to a solution of 7-bromo-6-methoxy-3-(2,2,2-trifluoroacetyl)-2,3,4,5-tetrahydro-1H-benzo[d]azepine (4.8 g, 13.63 mmol) in dimethylformamide (40 mL) under nitrogen. Heat the mixture to 115° C. for 6 h. Add water and extract the aqueous phase twice with EtOAc. Combine the organic extracts, dry over Na2SO4, filter and concentrate in vacuo. Pur... Reaction conditions: temperature 115 celsius. The solvent is CN(C=O)C (dimethylformamide). Starting materials: O=C(CBr)Nc1cnccn1, O=C(OC1CN2CCC1CC2)C1(c2ccccc2)CCCCCC1. The product is [Br-], O=C(C[N+]12CCC(CC1)C(OC(=O)C1(c3ccccc3)CCCCCC1)C2)Nc1cnccn1. Reaction SMILES: [Br:25][CH2:26][C:27](=[O:28])[NH:29][c:30]1[n:31][cH:32][cH:33][n:34][cH:35]1.[c:1]1([C:7]2([C:14](=[O:15])[O:16][CH:17]3[CH2:18][N:19]4[CH2:20][CH2:21][CH:22]3[CH2:23][CH2:24]4)[CH2:8][CH2:9][CH2:10][CH2:11][CH2:12][CH2:13]2)[cH:2][cH:3][cH:4][cH:5][cH:6]1>>[Br-:25].[c:1]1([C:7]2([C:14](=[O:15])[O:16][CH:17]3[CH2:18][N+:19]4([CH2:26][C:27](=[O:28])[NH:29][c:30]5[n:31][cH:32][cH:33][n:34][cH:35]5)[CH2:20][CH2:21][CH:22]3[CH2:23][CH2:24]4)[CH2:8][CH2:9][CH2:10][CH2:11][CH2:12][CH2:13]2)[cH:2][cH:3][cH:4][cH:5][cH:6]1. Reactants: C(C1=CC=CC=C1)OCCC(=O)C(CCCCCCC(=O)O)CCCC(CCCCC)OCC1=CC=CC=C1 (8-(3-benzyloxypropionyl)-12-benzyloxyheptadecanoic acid), [H][H] (hydrogen). The reagents and catalysts are [Pd] (palladium on charcoal). The solvent is C(C)O (ethanol). The product is OCCC(=O)C(CCCCCCC(=O)O)CCCC(CCCCC)O (8-(3-hydroxypropionyl)-12-hydroxyheptadecanoic acid). Yield: 97.0%. As a reaction SMILES: C([O:8][CH2:9][CH2:10][C:11]([CH:13]([CH2:23][CH2:24][CH2:25][CH:26]([O:32]CC1C=CC=CC=1)[CH2:27][CH2:28][CH2:29][CH2:30][CH3:31])[CH2:14][CH2:15][CH2:16][CH2:17][CH2:18][CH2:19][C:20]([OH:22])=[O:21])=[O:12])C1C=CC=CC=1.[H][H]>C(O)C.[Pd]>[OH:8][CH2:9][CH2:10][C:11]([CH:13]([CH2:23][CH2:24][CH2:25][CH:26]([OH:32])[CH2:27][CH2:28][CH2:29][CH2:30][CH3:31])[CH2:14][CH2:15][CH2:16][CH2:17][CH2:18][CH2:19][C:20]([OH:22])=[O:21])=[O:12]. Procedure details: A magnetically stirred solution of 8-(3-benzyloxypropionyl)-12-benzyloxyheptadecanoic acid (2.37 g., 4.4 millimole) in ethanol (50 ml.) is subjected to hydrogenation at atmospheric pressure at 23° C. in the presence of a 10% palladium on charcoal catalyst (0.3 g.) for one hour. The hydrogen uptake is 2.4 ml. (100% theory). The catalyst is removed by filtration and the solvent is removed by evaporation in vacuo to give 8-(3-hydroxypropionyl)-12-hydroxyheptadecanoic acid . 1/3 chloroformate as a v... Reactants: COc1ccccc1OCC(O)CN(CCOc1ccc(C(N)=O)cn1)Cc1ccccc1, CCO. Yields the product COc1ccccc1OCC(O)CNCCOc1ccc(C(N)=O)cn1. As a reaction SMILES: [CH2:1]([c:2]1[cH:3][cH:4][cH:5][cH:6][cH:7]1)[N:8]([CH2:9][CH2:10][O:11][c:12]1[n:13][cH:14][c:15]([C:18]([NH2:19])=[O:20])[cH:16][cH:17]1)[CH2:21][CH:22]([CH2:23][O:24][c:25]1[c:26]([O:31][CH3:32])[cH:27][cH:28][cH:29][cH:30]1)[OH:33].[CH3:34][CH2:35][OH:36]>>[NH:8]([CH2:9][CH2:10][O:11][c:12]1[n:13][cH:14][c:15]([C:18]([NH2:19])=[O:20])[cH:16][cH:17]1)[CH2:21][CH:22]([CH2:23][O:24][c:25]1[c:26]([O:31][CH3:32])[cH:27][cH:28][cH:29][cH:30]1)[OH:33]. The reactants are ClC=1C2=C(N=CN1)N(C=C2)[C@H]2[C@@H](OCC1=CC=CC=C1)[C@H](OCC1=CC=CC=C1)[C@H](O2)COCC2=CC=CC=C2 (4-chloro-7-(2,3,5-tri-O-benzyl-β-D-arabinofuranosyl)-7H-pyrrolo[2,3-d]pyrimidine), NN (hydrazine). Run at time 1 hour. Yields the product N(N)C=1C2=C(N=CN1)N(C=C2)[C@H]2[C@@H](OCC1=CC=CC=C1)[C@H](OCC1=CC=CC=C1)[C@H](O2)COCC2=CC=CC=C2 (4-hydrazino-7-(2,3,5-tri-O-benzyl-β-D-arabinofuranosyl)-7H-pyrrolo[2,3-d]pyrimidine). Reaction SMILES: Cl[C:2]1[C:3]2[CH:10]=[CH:9][N:8]([C@@H:11]3[O:31][C@H:30]([CH2:32][O:33][CH2:34][C:35]4[CH:40]=[CH:39][CH:38]=[CH:37][CH:36]=4)[C@@H:21]([O:22][CH2:23][C:24]4[CH:29]=[CH:28][CH:27]=[CH:26][CH:25]=4)[C@@H:12]3[O:13][CH2:14][C:15]3[CH:20]=[CH:19][CH:18]=[CH:17][CH:16]=3)[C:4]=2[N:5]=[CH:6][N:7]=1.[NH2:41][NH2:42]>>[NH:41]([C:2]1[C:3]2[CH:10]=[CH:9][N:8]([C@@H:11]3[O:31][C@H:30]([CH2:32][O:33][CH2:34][C:35]4[CH:40]=[CH:39][CH:38]=[CH:37][CH:36]=4)[C@@H:21]([O:22][CH2:23][C:24]4[CH:29]=[CH:28][CH:27]=[CH:26][CH:25]=4)[C@@H:12]3[O:13][CH2:14][C:15]3[CH:20]=[CH:19][CH:18]=[CH:17][CH:16]=3)[C:4]=2[N:5]=[CH:6][N:7]=1)[NH2:42]. Procedure: A mixture of 10 g of 4-chloro-7-(2,3,5-tri-O-benzyl-β-D-arabinofuranosyl)-7H-pyrrolo[2,3-d]pyrimidine and 100 ml of anhydrous hydrazine is heated under reflux and a nitrogen atmosphere for one hour, evaporated in vacuo, and coevaporated with xylenes. The residue is distributed between a mixture of ethyl acetate and water. The aqueous layer is reextracted with ethyl acetate and the dried ethyl acetate solution is evaporated in vacuo to provide 9.0 of crude product. Purification of this material b...